Dataset: the Open Reaction Database (ORD), a public repository of structured organic reaction records. Task: describe an organic reaction: reactants, conditions, products, and yield The reactants are C1(CC1)C1=NC2=CC=CC=C2C(=C1OC1=CC=C(C=C1)C1=C(C=CC=C1)C=1N=NN(N1)C(C(C)C)OC(C(C)(C)C)=O)C(=O)O (2-Cyclopropyl-3-[[2'-[2-[1-(2,2-dimethyl-1-oxopropoxy)-2-methylpropyl]-2H-tetrazol-5-yl][1,1'-biphenyl]-4-yl]oxy]-4-quinolinecarboxylic acid), C1(CC1)C1=NC2=CC=CC=C2C(=C1OC1=CC=C(C=C1)C1=C(C=CC=C1)C=1N=NN(N1)C(C1=CC=CC=C1)(C1=CC=CC=C1)C1=CC=CC=C1)C(=O)O (2-cyclopropyl-3-[[2'-[2-(triphenylmethyl)-2H-tetrazol-5-yl][1,1'-biphenyl]-4-yl]oxy]-4-quinolinecarboxylic acid), compound, C([O-])([O-])=O.[K+].[K+] (potassium carbonate). Solvent: CN(C=O)C (dimethylformamide), C(C)(=O)OCC (ethyl acetate). Run at time 21 hour. Yields the product C1(CC1)C1=NC2=CC=CC=C2C(=C1OC1=CC=C(C=C1)C1=C(C=CC=C1)C=1N=NN(N1)C(C1=CC=CC=C1)(C1=CC=CC=C1)C1=CC=CC=C1)C(=O)OCC=1OC(OC1C)=O (2-Cyclopropyl-3-[[2'-[2-(triphenylmethyl)-2H-tetrazol-5-yl][1,1'-biphenyl]-4-yl]oxy]-4-quinolinecarboxylic acid, (5-methyl-2-oxo-1,3-dioxol-4-yl)methyl ester). As a reaction SMILES: [CH:1]1([C:4]2C(OC3C=CC(C4C=CC=CC=4C4N=NN(C(OC(=O)C(C)(C)C)C(C)C)N=4)=CC=3)=C(C(O)=O)C3C(=CC=CC=3)N=2)[CH2:3][CH2:2]1.[CH:46]1([C:49]2[C:58]([O:59][C:60]3[CH:65]=[CH:64][C:63]([C:66]4[CH:71]=[CH:70][CH:69]=[CH:68][C:67]=4[C:72]4[N:73]=[N:74][N:75]([C:77]([C:90]5[CH:95]=[CH:94][CH:93]=[CH:92][CH:91]=5)([C:84]5[CH:89]=[CH:88][CH:87]=[CH:86][CH:85]=5)[C:78]5[CH:83]=[CH:82][CH:81]=[CH:80][CH:79]=5)[N:76]=4)=[CH:62][CH:61]=3)=[C:57]([C:96]([OH:98])=[O:97])[C:56]3[C:51](=[CH:52][CH:53]=[CH:54][CH:55]=3)[N:50]=2)[CH2:48][CH2:47]1.[C:99](=[O:102])([O-:101])[O-:100].[K+].[K+]>CN(C)C=O.C(OCC)(=O)C>[CH:46]1([C:49]2[C:58]([O:59][C:60]3[CH:61]=[CH:62][C:63]([C:66]4[CH:71]=[CH:70][CH:69]=[CH:68][C:67]=4[C:72]4[N:73]=[N:74][N:75]([C:77]([C:90]5[CH:91]=[CH:92][CH:93]=[CH:94][CH:95]=5)([C:78]5[CH:83]=[CH:82][CH:81]=[CH:80][CH:79]=5)[C:84]5[CH:85]=[CH:86][CH:87]=[CH:88][CH:89]=5)[N:76]=4)=[CH:64][CH:65]=3)=[C:57]([C:96]([O:98][CH2:4][C:1]3[O:102][C:99](=[O:101])[O:100][C:2]=3[CH3:3])=[O:97])[C:56]3[C:51](=[CH:52][CH:53]=[CH:54][CH:55]=3)[N:50]=2)[CH2:47][CH2:48]1 |f:2.3.4|. Procedure: To the title A compound of Example 17, 2-cyclopropyl-3-[[2'-[2-(triphenylmethyl)-2H-tetrazol-5-yl][1,1'-biphenyl]-4-yl]oxy]-4-quinolinecarboxylic acid (1.32 g, 1.91 mmol, 1 eq.), and the title B compound (1.84 g, 9.54 mmol, 5 eq.) in dimethylformamide (3.8 mL, 0.5M), potassium carbonate (0.66 g, 4.77 mmol, 2.5 eq.) was added. The mixture was stirred at room temperature for 21 hours, diluted with ethyl acetate and filtered. The filtrate was washed with ammonium chloride/water and saturated sodium... The reactants are compound B, C(C)(=O)C=1C(C(=C(NC1C)C)C(CCCCCCCBr)=O)C1=CC(=CC=C1)[N+](=O)[O-] (5-acetyl-3-(8-bromo-octanoyl)-1,4-dihydro-2,6-dimethyl-4(3-nitrophenyl)-pyridine), [I-].[Na+] (sodium iodide), compound B, Cl.C1(=CC=CC=C1)C1(CCNCC1)C1=CC=CC=C1 (4,4-diphenylpiperidine hydrochloride). Product: C(C)(=O)C=1C(C(=C(NC1C)C)C(CCCCCCCN1CCC(CC1)(C1=CC=CC=C1)C1=CC=CC=C1)=O)C1=CC(=CC=C1)[N+](=O)[O-] (5-Acetyl-1,4-dihydro-2,6-dimethyl-3-[8-(4,4-diphenyl-1-piperidinyl) octanoyl]-4-(3-nitrophenyl)-pyridine). RXN SMILES: [C:1]([C:4]1[CH:5]([C:22]2[CH:27]=[CH:26][CH:25]=[C:24]([N+:28]([O-:30])=[O:29])[CH:23]=2)[C:6]([C:12](=[O:21])[CH2:13][CH2:14][CH2:15][CH2:16][CH2:17][CH2:18][CH2:19]Br)=[C:7]([CH3:11])[NH:8][C:9]=1[CH3:10])(=[O:3])[CH3:2].[I-].[Na+].Cl.[C:34]1([C:40]2([C:46]3[CH:51]=[CH:50][CH:49]=[CH:48][CH:47]=3)[CH2:45][CH2:44][NH:43][CH2:42][CH2:41]2)[CH:39]=[CH:38][CH:37]=[CH:36][CH:35]=1>>[C:1]([C:4]1[CH:5]([C:22]2[CH:27]=[CH:26][CH:25]=[C:24]([N+:28]([O-:30])=[O:29])[CH:23]=2)[C:6]([C:12](=[O:21])[CH2:13][CH2:14][CH2:15][CH2:16][CH2:17][CH2:18][CH2:19][N:43]2[CH2:44][CH2:45][C:40]([C:34]3[CH:39]=[CH:38][CH:37]=[CH:36][CH:35]=3)([C:46]3[CH:51]=[CH:50][CH:49]=[CH:48][CH:47]=3)[CH2:41][CH2:42]2)=[C:7]([CH3:11])[NH:8][C:9]=1[CH3:10])(=[O:3])[CH3:2] |f:1.2,3.4|. Reported procedure: 10 g (21 mmol) 5-acetyl-3-(8-bromo-octanoyl)-1,4-dihydro-2,6-dimethyl-4(3-nitrophenyl)-pyridine are reacted first with 6.3 g (42 mmol) sodium iodide and then with 11. 5 g (40 mmol) 4,4-diphenylpiperidine hydrochloride, as described for starting compound B. Working up is carried out as described for starting compound B. The crude product is chromatographed with increasing polarity, first with toluene/acetone=9/1 and finally with toluene/acetone =6/4. The product thus obtained is recrystallized fr... The reactants are O=C(OOC(=O)c1ccccc1)c1ccccc1, ClCCl, Cc1cc(F)cc(CC(=O)O)c1, O=C1CCC(=O)N1Br. Product: O=C(O)Cc1cc(F)cc(CBr)c1. Reaction SMILES: [C:1]([O:2][O:3][C:4](=[O:5])[c:6]1[cH:7][cH:8][cH:9][cH:10][cH:11]1)(=[O:12])[c:13]1[cH:14][cH:15][cH:16][cH:17][cH:18]1.[Cl:39][CH2:40][Cl:41].[F:19][c:20]1[cH:21][c:22]([CH2:27][C:28](=[O:29])[OH:30])[cH:23][c:24]([CH3:26])[cH:25]1.[O:31]=[C:32]1[N:33]([Br:38])[C:34](=[O:35])[CH2:36][CH2:37]1>>[F:19][c:20]1[cH:21][c:22]([CH2:27][C:28](=[O:29])[OH:30])[cH:23][c:24]([CH2:26][Br:38])[cH:25]1. Reported procedure: 5-(2-chlorophenyl)-7-cyano-1,2-dihydro-8-(2-(2-methoxyethoxy)ethoxy)-3-methyl-pyrazolo[3,4-b][1,4]benzodiazepine (IVn) was prepared by reacting 0.00067 moles of 5-(2-chlorophenyl)-7-cyano-1,3-dihydro-8-(2-(2-methoxyethoxy)ethoxy)-2H-1,4-benzodiazepin-2-thione (IIn) with 1,1-dimethoxy-N,N-dimethyl-ethanamine and then hydrazine in a manner analogous to Example 55. MH+/Z=452. Reactants: ClC1=C(C=CC=C1)C1=NCC(NC2=C1C=C(C(=C2)OCCOCCOC)C#N)=S (5-(2-chlorophenyl)-7-cyano-1,3-dihydro-8-(2-(2-methoxyethoxy)ethoxy)-2H-1,4-benzodiazepin-2-thione), COC(C)(N(C)C)OC (1,1-dimethoxy-N,N-dimethyl-ethanamine), NN (hydrazine). Yields the product ClC1=C(C=CC=C1)C1=NC=2C(=NC3=C1C=C(C(=C3)OCCOCCOC)C#N)NNC2C (5-(2-chlorophenyl)-7-cyano-1,2-dihydro-8-(2-(2-methoxyethoxy)ethoxy)-3-methyl-pyrazolo[3,4-b][1,4]benzodiazepine). As a reaction SMILES: [Cl:1][C:2]1[CH:7]=[CH:6][CH:5]=[CH:4][C:3]=1[C:8]1[C:14]2[CH:15]=[C:16]([C:27]#[N:28])[C:17]([O:19][CH2:20][CH2:21][O:22][CH2:23][CH2:24][O:25][CH3:26])=[CH:18][C:13]=2[NH:12][C:11](=S)[CH2:10][N:9]=1.CO[C:32](OC)([N:34](C)C)[CH3:33].[NH2:39]N>>[Cl:1][C:2]1[CH:7]=[CH:6][CH:5]=[CH:4][C:3]=1[C:8]1[C:14]2[CH:15]=[C:16]([C:27]#[N:28])[C:17]([O:19][CH2:20][CH2:21][O:22][CH2:23][CH2:24][O:25][CH3:26])=[CH:18][C:13]=2[N:12]=[C:11]2[NH:39][NH:34][C:32]([CH3:33])=[C:10]2[N:9]=1.